This data is from the Open Reaction Database (ORD), a public repository of structured organic reaction records. The task is: describe an organic reaction: reactants, conditions, products, and yield Reactants: ClC1=NC=C(C=C1)C(F)(F)F (2-chloro-5-(trifluoromethyl)pyridine), Cl.N[C@@H]1[C@H](CCC1)NC(C1=C(C=CC=C1OC)OC)=O (N-[(1S,2S)-2-aminocyclopentyl]-2,6-dimethoxybenzamide hydrochloride), Cl.N[C@@H]1[C@H](CCC1)NC(C1=C(C=CC=C1OC)OC)=O (N-[(1S,2S)-2-aminocyclopentyl]-2,6-dimethoxybenzamide hydrochloride), CCN(C(C)C)C(C)C (DIPEA). The solvent is CS(=O)C (DMSO). Yields the product COC1=C(C(=O)N[C@@H]2[C@H](CCC2)NC2=NC=C(C=C2)C(F)(F)F)C(=CC=C1)OC (2,6-Dimethoxy-N-[(1S,2S)-2-{[5-(trifluoromethyl)pyridin-2-yl]amino}cyclopentyl]benzamide). As a reaction SMILES: Cl[C:2]1[CH:7]=[CH:6][C:5]([C:8]([F:11])([F:10])[F:9])=[CH:4][N:3]=1.Cl.[NH2:13][C@H:14]1[CH2:18][CH2:17][CH2:16][C@@H:15]1[NH:19][C:20](=[O:31])[C:21]1[C:26]([O:27][CH3:28])=[CH:25][CH:24]=[CH:23][C:22]=1[O:29][CH3:30].CCN(C(C)C)C(C)C>CS(C)=O>[CH3:30][O:29][C:22]1[CH:23]=[CH:24][CH:25]=[C:26]([O:27][CH3:28])[C:21]=1[C:20]([NH:19][C@H:15]1[CH2:16][CH2:17][CH2:18][C@@H:14]1[NH:13][C:2]1[CH:7]=[CH:6][C:5]([C:8]([F:11])([F:10])[F:9])=[CH:4][N:3]=1)=[O:31] |f:1.2|. Procedure: A mixture of 2-chloro-5-(trifluoromethyl)pyridine (CAS number 52334-81-3; 266 mg, 1.46 mmol), N-[(1S,2S)-2-aminocyclopentyl]-2,6-dimethoxybenzamide hydrochloride (Intermediate 5; 400 mg, 1.33 mmol), DIPEA (0.70 ml, 3.99 mmol) and DMSO (4.8 ml) was subjected to microwave irradiation at 140° C. for 2 hours. Upon cooling, the resulting mixture was partitioned between ethyl acetate (10 ml) and water (10 ml) and the combined organics were washed with brine (10 ml), dried over magnesium sulfate, filte... The reactants are C(=O)[O-].[NH4+] (Ammonium formate), [N+](=O)([O-])C1=C2C=C(NC2=CC=C1)C(=O)OC (Methyl 4-nitroindole-2-carboxylate), C(C)#N (acetonitrile). The reagents and catalysts are [Pd] (palladium on charcoal). Solvent: CO (methanol). Conditions: time 4 hour. Product: NC1=C2C=C(NC2=CC=C1)C(=O)OC (Methyl 4-aminoindole-2-carboxylate). Isolated yield 24.1%. RXN SMILES: C([O-])=O.[NH4+].[N+:5]([C:8]1[CH:16]=[CH:15][CH:14]=[C:13]2[C:9]=1[CH:10]=[C:11]([C:17]([O:19][CH3:20])=[O:18])[NH:12]2)([O-])=O.C(#N)C>[Pd].CO>[NH2:5][C:8]1[CH:16]=[CH:15][CH:14]=[C:13]2[C:9]=1[CH:10]=[C:11]([C:17]([O:19][CH3:20])=[O:18])[NH:12]2 |f:0.1|. Procedure: Ammonium formate (63 g, 1.00 mol) was added cautiously to a suspension of the product of Example 2 (45.6 g, 0.207 mol) and 10% palladium on charcoal (5 g) in methanol (700 ml) under an argon blanket at 45° C. The mixture was stirred for 4 h, cooled to room temperature, and after 18 h filtered and evaporated in vacuo to give a dark brown semi-solid. This was taken up into acetonitrile (500 ml), filtered (to remove ammonium formate) and evaporated in vacuo to give a dark brown gum. Purification by...